This data is from the Open Reaction Database (ORD), a public repository of structured organic reaction records. The task is: describe an organic reaction: reactants, conditions, products, and yield The reactants are C(C1=CC=CC=C1)OC1=C(C=C(C=C1)C=1OC2=CC(=CC=C2C(C1OCOC)=O)OCOC)OCOC (2-(4-(benzyloxy)-3-(methoxymethoxy)phenyl)-3,7-bis(methoxymethoxy)-4H-chromen-4-one). Reagents/catalysts: [Pd] (Palladium on activated carbon). Solvent: CO (MeOH). Reaction conditions: time 2 hour. The product is OC1=C(C=C(C=C1)C=1OC2=CC(=CC=C2C(C1OCOC)=O)OCOC)OCOC (2-(4-hydroxy-3-(methoxymethoxy)phenyl)-3,7-bis(methoxymethoxy)-4H-chromen-4-one). The yield is 99.6%. RXN SMILES: C([O:8][C:9]1[CH:14]=[CH:13][C:12]([C:15]2[O:16][C:17]3[C:22]([C:23](=[O:29])[C:24]=2[O:25][CH2:26][O:27][CH3:28])=[CH:21][CH:20]=[C:19]([O:30][CH2:31][O:32][CH3:33])[CH:18]=3)=[CH:11][C:10]=1[O:34][CH2:35][O:36][CH3:37])C1C=CC=CC=1>CO.[Pd]>[OH:8][C:9]1[CH:14]=[CH:13][C:12]([C:15]2[O:16][C:17]3[C:22]([C:23](=[O:29])[C:24]=2[O:25][CH2:26][O:27][CH3:28])=[CH:21][CH:20]=[C:19]([O:30][CH2:31][O:32][CH3:33])[CH:18]=3)=[CH:11][C:10]=1[O:34][CH2:35][O:36][CH3:37]. Procedure details: To 2-(4-(benzyloxy)-3-(methoxymethoxy)phenyl)-3,7-bis(methoxymethoxy)-4H-chromen-4-one (55 mg, 0.108 mmol) in 10 mL MeOH was added Palladium on activated carbon (20 mg). The mixture was stirred at rt under H2 atmosphere for 2 h. Solid was filtered off and the filtrate was concentrated to afford 2-(4-hydroxy-3-(methoxymethoxy)phenyl)-3,7-bis(methoxymethoxy)-4H-chromen-4-one as a yellow solid (45 mg, 99%). This material was used directly for the next reaction without purification. MS (ESI) m/z 419... The reactants are O=C([O-])O, O=c1n(CCCCCl)nc2n1-c1ccccc1OC2, [I-], [K+], [Na+], O=c1[nH]c2ccccc2n1C1CCNCC1, CN(C)C=O. Product: O=c1n(CCCCN2CCC(n3c(=O)[nH]c4ccccc43)CC2)nc2n1-c1ccccc1OC2. RXN SMILES: [C:38](=[O:39])([OH:40])[O-:41].[Cl:1][CH2:2][CH2:3][CH2:4][CH2:5][n:6]1[n:7][c:8]2[n:13]([c:14]1=[O:15])-[c:12]1[c:11]([cH:19][cH:18][cH:17][cH:16]1)[O:10][CH2:9]2.[I-:21].[K+:20].[Na+:42].[O:22]=[c:23]1[nH:24][c:25]2[c:26]([n:27]1[CH:28]1[CH2:29][CH2:30][NH:31][CH2:32][CH2:33]1)[cH:34][cH:35][cH:36][cH:37]2.[O:43]=[CH:44][N:45]([CH3:46])[CH3:47]>>[CH2:2]([CH2:3][CH2:4][CH2:5][n:6]1[n:7][c:8]2[n:13]([c:14]1=[O:15])-[c:12]1[c:11]([cH:19][cH:18][cH:17][cH:16]1)[O:10][CH2:9]2)[N:31]1[CH2:30][CH2:29][CH:28]([n:27]2[c:23](=[O:22])[nH:24][c:25]3[c:26]2[cH:34][cH:35][cH:36][cH:37]3)[CH2:33][CH2:32]1.